Dataset: the Open Reaction Database (ORD), a public repository of structured organic reaction records. Task: describe an organic reaction: reactants, conditions, products, and yield The reactants are BrC=1C=C(C=CC1)B(O)O (3-bromophenylboronic acid), CN1CCN(CC1)C1CCNCC1 (1-methyl-4-piperidin-4-yl-piperazine). The product is BrC=1C=C(C=CC1)N1CCC(CC1)N1CCN(CC1)C (1-[1-(3-Bromo-phenyl)-piperidin-4-yl]-4-methyl-piperazine), oil. Yield: 16.0%. Reaction SMILES: [Br:1][C:2]1[CH:3]=[C:4](B(O)O)[CH:5]=[CH:6][CH:7]=1.[CH3:11][N:12]1[CH2:17][CH2:16][N:15]([CH:18]2[CH2:23][CH2:22][NH:21][CH2:20][CH2:19]2)[CH2:14][CH2:13]1>>[Br:1][C:2]1[CH:3]=[C:4]([N:21]2[CH2:20][CH2:19][CH:18]([N:15]3[CH2:14][CH2:13][N:12]([CH3:11])[CH2:17][CH2:16]3)[CH2:23][CH2:22]2)[CH:5]=[CH:6][CH:7]=1. Procedure: 1-[1-(3-Bromo-phenyl)-piperidin-4-yl]-4-methyl-piperazine was prepared from 3-bromophenylboronic acid (0.50 g, 2.5 mmol) and 1-methyl-4-piperidin-4-yl-piperazine (0.23 g, 1.2 mmol) in a manner analogous to Step 49a. The reaction product was isolated as a brown viscous oil (0.069 mg, 16%). 1H NMR (400 MHz, CDCl3, δ, ppm): 7.08 (t, J=8.0 Hz, 1H), 7.03 (s, 1H), 6.91 (d, J=8.0 Hz, 1H), 6.82 (d, J=8.0 Hz, 1H), 3.72 (d, J=11.7 Hz, 2H), 2.78-2.33 (m, 11H), 2.30 (s, 3H), 1.93 (d, J=12.9 Hz, 2H), 1.69-1.... Starting materials: [OH-].[K+] (potassium hydroxide), C(C)OC=1C=C(C=CC1OCC)C=1SC=C(N1)C1=NC(=CC=C1)C1OC1 (2-(3,4-diethoxyphenyl)-4-(6-oxiranyl-2-pyridyl)thiazole). Procedure details: A solution of 505 mg of potassium hydroxide dissolved in 30 ml of water was added to a solution of 700 mg of 2-(3,4-diethoxyphenyl)-4-(6-oxiranyl-2-pyridyl)thiazole dissolved in 30 ml of dimethyl sulfoxide. The mixture was stirred at 100° C. for 7 hours. The reaction mixture was subjected to extraction three times with 50 ml of ethyl acetate. The ethyl acetate layer was dried over anhydrous sodium sulfate. The solvent was removed by distillation. The residue was purified by silica gel column chr... Product: C(C)OC=1C=C(C=CC1OCC)C=1SC=C(N1)C1=NC(=CC=C1)C(CO)O (2-(3,4-diethoxyphenyl)-4-[6-(1,2-dihydroxyethyl)-2-pyridyl]-thiazole). As a reaction SMILES: [OH-:1].[K+].[CH2:3]([O:5][C:6]1[CH:7]=[C:8]([C:15]2[S:16][CH:17]=[C:18]([C:20]3[CH:25]=[CH:24][CH:23]=[C:22]([CH:26]4[CH2:28][O:27]4)[N:21]=3)[N:19]=2)[CH:9]=[CH:10][C:11]=1[O:12][CH2:13][CH3:14])[CH3:4]>O.CS(C)=O>[CH2:3]([O:5][C:6]1[CH:7]=[C:8]([C:15]2[S:16][CH:17]=[C:18]([C:20]3[CH:25]=[CH:24][CH:23]=[C:22]([CH:26]([OH:1])[CH2:28][OH:27])[N:21]=3)[N:19]=2)[CH:9]=[CH:10][C:11]=1[O:12][CH2:13][CH3:14])[CH3:4] |f:0.1|. Run in O (water), CS(=O)C (dimethyl sulfoxide). The yield is 47.7%. Run at temperature 100 celsius, time 7 hour. The reactants are ClC1=C2C(=NC(=C1)C)C(=NN2)C (7-Chloro-3,5-dimethyl-1H-pyrazolo[4,3-b]pyridine), COC(N(C)C)OC (dimethylformamide dimethyl acetal). The solvent is C1(=CC=CC=C1)C (toluene). The product is ClC=1C=2C(N=C(C1)C)=C(N(N2)C)C (7-Chloro-2,3,5-trimethyl-pyrazolo[4,3-b]pyridine). The yield is 15.0%. Reaction SMILES: [Cl:1][C:2]1[CH:7]=[C:6]([CH3:8])[N:5]=[C:4]2[C:9]([CH3:12])=[N:10][NH:11][C:3]=12.[CH3:13]OC(OC)N(C)C>C1(C)C=CC=CC=1>[Cl:1][C:2]1[C:3]2[C:4](=[C:9]([CH3:12])[N:10]([CH3:13])[N:11]=2)[N:5]=[C:6]([CH3:8])[CH:7]=1. Procedure details: 7-Chloro-3,5-dimethyl-1H-pyrazolo[4,3-b]pyridine (900 mg) and dimethylformamide dimethyl acetal (1.06 ml) in dry toluene (10 ml) were heated at reflux for 4 hours. The solvent was removed under reduced pressure and the brown oily residue chromatographed on silica gel eluting with 50:50 ether/pentane to give the title compound (150 mg, 15%). Reactants: O=C([O-])[O-], CCOC(C)=O, CC(C)Oc1ccc(CCl)cc1C(F)(F)F, [Cs+], [Cs+], CN(C)C=O, O, CCOC(=O)CC1CCCn2c1cc1cc(O)ccc12. The product is CCOC(=O)CC1CCCn2c1cc1cc(OCc3ccc(OC(C)C)c(C(F)(F)F)c3)ccc12. As a reaction SMILES: [C:26](=[O:27])([O-:28])[O-:29].[CH3:48][CH2:49][O:50][C:51]([CH3:52])=[O:53].[Cl:32][CH2:33][c:34]1[cH:35][c:36]([C:44]([F:45])([F:46])[F:47])[c:37]([O:40][CH:41]([CH3:42])[CH3:43])[cH:38][cH:39]1.[Cs+:30].[Cs+:31].[O:21]=[CH:22][N:23]([CH3:24])[CH3:25].[OH2:54].[OH:1][c:2]1[cH:3][c:4]2[cH:5][c:6]3[n:7]([c:8]2[cH:9][cH:10]1)[CH2:11][CH2:12][CH2:13][CH:14]3[CH2:15][C:16](=[O:17])[O:18][CH2:19][CH3:20]>>[O:1]([c:2]1[cH:3][c:4]2[cH:5][c:6]3[n:7]([c:8]2[cH:9][cH:10]1)[CH2:11][CH2:12][CH2:13][CH:14]3[CH2:15][C:16](=[O:17])[O:18][CH2:19][CH3:20])[CH2:33][c:34]1[cH:35][c:36]([C:44]([F:45])([F:46])[F:47])[c:37]([O:40][CH:41]([CH3:42])[CH3:43])[cH:38][cH:39]1. Reactants: OC1=CC=C(C=N1)C(=O)O (6-hydroxypyridine-3-carboxylic acid), C(CCCCCCC)Br (n-octyl bromide), aqueous solution, [OH-].[K+] (potassium hydroxide). Solvent: C(C)O (ethanol). The product is C(CCCCCCC)OC1=CC=C(C=N1)C(=O)O (6-octyloxypyridine-3-carboxylic acid). The yield is 59.8%. Reaction SMILES: [OH:1][C:2]1[N:7]=[CH:6][C:5]([C:8]([OH:10])=[O:9])=[CH:4][CH:3]=1.[CH2:11](Br)[CH2:12][CH2:13][CH2:14][CH2:15][CH2:16][CH2:17][CH3:18].[OH-].[K+]>C(O)C>[CH2:11]([O:1][C:2]1[N:7]=[CH:6][C:5]([C:8]([OH:10])=[O:9])=[CH:4][CH:3]=1)[CH2:12][CH2:13][CH2:14][CH2:15][CH2:16][CH2:17][CH3:18] |f:2.3|. Reported procedure: Separately, 5 g of 6-hydroxypyridine-3-carboxylic acid and 10 g of n-octyl bromide were dissolved in 50 ml of ethanol, 50 ml of a 3N aqueous solution of potassium hydroxide was added to the solution, and the mixture was refluxed for 24 hours. Ethanol was removed from the reacted liquid by distillation, and the residue was neutralized with dilute hydrochloric acid and extracted with ethanol. The excess of n-octyl bromide was separated from the extract by the silica gel column chromatography using... Yields the product C(C)(=O)O.FC1=C(C=C(C=C1O[C@H](CO)C)OC)C(C1=NN(C(N1)=O)C1=NC=CC=N1)NC1=CC=C(C(=N)N)C=C1 (4-{[[2-Fluoro-3-((S)-2-hydroxy-1-methylethoxy)-5-methoxyphenyl]-(5-oxo-1-pyrimidin-2-yl-4,5-dihydro-1H-[1,2,4]triazol-3-yl)methyl]amino}benzamidine acetate). Reactants: C(C)(=O)O.FC1=C(C=C(C=C1OCCF)OC)[C@@H](C1=NN(C(N1)=O)C1=NC=CC=N1)NC1=CC=C(C(=N)N)C=C1 ((S)-4-({[2-fluoro-3-(2-fluoroethoxy)-5-methoxyphenyl]-(5-oxo-1-pyrimidin-2-yl-4,5-dihydro-1H-[1,2,4]triazol-3-yl)methyl}amino)benzamidine acetate), COC(N=C(C(=NC1=CC=C(C=C1)C1=NOC(=N1)C)C1=C(C(=CC(=C1)OC)O[C@H](CO[Si](C)(C)C(C)(C)C)C)F)SC)=O ({2-{3-[(S)-2-(t-butyldimethylsilanyloxy)-1-methylethoxy]-2-fluoro-5-methoxyphenyl}-2-[4-(5-methyl-[1,2,4]oxadiazol-3-yl)phenylimino]-1-methylsulfanylethylidene}carbamic acid methyl ester). As a reaction SMILES: [C:1]([OH:4])(=[O:3])[CH3:2].[F:5][C:6]1[C:11](OCCF)=[CH:10][C:9]([O:16][CH3:17])=[CH:8][C:7]=1[C@H:18]([NH:31][C:32]1[CH:40]=[CH:39][C:35]([C:36]([NH2:38])=[NH:37])=[CH:34][CH:33]=1)[C:19]1[NH:23][C:22](=[O:24])[N:21]([C:25]2[N:30]=[CH:29][CH:28]=[CH:27][N:26]=2)[N:20]=1.[CH3:41][O:42]C(=O)N=C(SC)C(C1C=C(OC)C=C(O[C@@H](C)CO[Si](C(C)(C)C)(C)C)C=1F)=NC1C=CC(C2N=C(C)ON=2)=CC=1>>[C:1]([OH:4])(=[O:3])[CH3:2].[F:5][C:6]1[C:11]([O:4][C@@H:1]([CH3:2])[CH2:41][OH:42])=[CH:10][C:9]([O:16][CH3:17])=[CH:8][C:7]=1[CH:18]([NH:31][C:32]1[CH:33]=[CH:34][C:35]([C:36]([NH2:38])=[NH:37])=[CH:39][CH:40]=1)[C:19]1[NH:23][C:22](=[O:24])[N:21]([C:25]2[N:26]=[CH:27][CH:28]=[CH:29][N:30]=2)[N:20]=1 |f:0.1,3.4|. Procedure details: The same procedure was carried out as in Examples (3e) to (3h), except that {2-{3-[(S)-2-(t-butyldimethylsilanyloxy)-1-methylethoxy]-2-fluoro-5-methoxyphenyl}-2-[4-(5-methyl-[1,2,4]oxadiazol-3-yl)phenylimino]-1-methylsulfanylethylidene}carbamic acid methyl ester was used instead of [2-(2-fluoro-3-hydroxy-5-methoxyphenyl)-2-[4-(5-methyl-[1,2,4]oxadiazol-3-yl)phenylimino]-1-methylsulfanylethylidene]carbamic acid methyl ester in Example (3e), to give the first eluting enantiomer of the title compou... Starting materials: [C-]#N.[K+] (potassium cyanide), S([O-])(O)=O.[Na+] (sodium bisulfite), COCCN (2-methoxyethylamine), C(C)=O (acetaldehyde). Run in O (water). Reaction conditions: time 2.5 hour. Yields the product COCCNC(C#N)C (2-(Methoxyethylamino)-propionitrile). Yield: 87.6%. As a reaction SMILES: S(=O)(O)[O-].[Na+].[CH:6](=O)[CH3:7].[CH3:9][O:10][CH2:11][CH2:12][NH2:13].[C-:14]#[N:15].[K+]>O>[CH3:9][O:10][CH2:11][CH2:12][NH:13][CH:6]([CH3:7])[C:14]#[N:15] |f:0.1,4.5|. Procedure details: To a stirred solution of 62.4 g (0.6 mole) sodium bisulfite in 200 ml water which had been cooled in an ice bath, 26.5 g (0.6 mole) acetaldehyde were added over 5 minutes. The ice bath was removed. The reaction mixture was stirred 2.5 hours; then 45 g (0.6 mole) 2-methoxyethylamine were added (with evolution of heat). The reaction mixture was stirred 2 hours; then 39 g (0.6 mole) potassium cyanide were added with heat evolution and the resulting mixture was stirred at ambient temperature. After ... Reactants: CN(C)C=O, CC(C)c1ccc(CBr)cc1, N#CC(C#N)CCC(F)(F)F, [H-], [Na+]. Yields the product CC(C)c1ccc(CC(C#N)(C#N)CCC(F)(F)F)cc1. RXN SMILES: [CH3:25][N:26]([CH3:27])[CH:28]=[O:29].[CH:1]([CH3:2])([CH3:3])[c:4]1[cH:5][cH:6][c:7]([CH2:8][Br:9])[cH:10][cH:11]1.[F:14][C:15]([CH2:16][CH2:17][CH:18]([C:19]#[N:20])[C:21]#[N:22])([F:23])[F:24].[H-:12].[Na+:13]>>[CH:1]([CH3:2])([CH3:3])[c:4]1[cH:5][cH:6][c:7]([CH2:8][C:18]([CH2:17][CH2:16][C:15]([F:14])([F:23])[F:24])([C:19]#[N:20])[C:21]#[N:22])[cH:10][cH:11]1. The reactants are NC1=NC2=NC=CN=C2C(=N1)OC (2-amino-4-methoxypteridine), ClC(COS(=O)(=O)N=C=O)(Cl)Cl (2,2,2-trichloroethoxysulfonyl isocyanate). Run in C(Cl)Cl (methylene chloride). Run at time 10 minute. Yields the product COC1=NC(=NC2=NC=CN=C12)NC(=O)NS(=O)(=O)OCC(Cl)(Cl)Cl (N-(4-methoxypteridin-2-yl)-N'-(2,2,2-trichloroethoxysulfonyl)-urea). Yield: 95.0%. Reaction SMILES: [NH2:1][C:2]1[N:11]=[C:10]([O:12][CH3:13])[C:9]2[C:4](=[N:5][CH:6]=[CH:7][N:8]=2)[N:3]=1.[Cl:14][C:15]([Cl:25])([Cl:24])[CH2:16][O:17][S:18]([N:21]=[C:22]=[O:23])(=[O:20])=[O:19]>C(Cl)Cl>[CH3:13][O:12][C:10]1[C:9]2[C:4](=[N:5][CH:6]=[CH:7][N:8]=2)[N:3]=[C:2]([NH:1][C:22]([NH:21][S:18]([O:17][CH2:16][C:15]([Cl:25])([Cl:24])[Cl:14])(=[O:19])=[O:20])=[O:23])[N:11]=1. Procedure: To a suspension of 0.88 g (0.005 mol) of 2-amino-4-methoxypteridine in 40 ml of absolute methylene chloride were added with stirring to 1.35 g (0.053 mol) of 2,2,2-trichloroethoxysulfonyl isocyanate. After about 10 minutes, a clear solution had formed and it was heated to reflux. After 10 minutes, the mixture was evaporated to dryness and the residue was treated with diisopropyl ether and a little acetone. The mixture was vacuum filtered and the product was dried to obtain 2.05 g (95% of theory)...